Dataset: the Open Reaction Database (ORD), a public repository of structured organic reaction records. Task: describe an organic reaction: reactants, conditions, products, and yield Starting materials: C(C)(C)(C)OC(C1=CC(=NC(=C1)NCCCC=C)OCC)=O (2-ethoxy-6-pent-4-enylamino-isonicotinic acid tert-butyl ester), FC(C(=O)O)(F)F (trifluoroacetic acid). Product: C(C)C(CC=C)NC=1C=C(C(=O)O)C=C(N1)OC (2-(1-Ethyl-but-3-enylamino)-6-methoxy-isonicotinic acid). Reaction SMILES: C([O:5][C:6](=[O:22])[C:7]1[CH:12]=[C:11]([NH:13][CH2:14][CH2:15][CH2:16][CH:17]=C)[N:10]=[C:9]([O:19][CH2:20]C)[CH:8]=1)(C)(C)C.F[C:24](F)(F)[C:25](O)=O>>[CH2:24]([CH:14]([NH:13][C:11]1[CH:12]=[C:7]([CH:8]=[C:9]([O:19][CH3:20])[N:10]=1)[C:6]([OH:5])=[O:22])[CH2:15][CH:16]=[CH2:17])[CH3:25]. Reported procedure: The title compound is prepared by stirring 2-ethoxy-6-pent-4-enylamino-isonicotinic acid tert-butyl ester 18 h in neat trifluoroacetic acid. Evaporation of the TFA gives the title compound that is used in the next step without purification. The reactants are FC(C=1C=CC(=NC1)OC1=CC=C(C=C1)O)(F)F (4-(5-trifluoromethyl-pyridin-2-yloxy)-phenol), [I-].C[N+]1=CN(C=C1)C(=O)N1CCCC2=CC=C(C=C12)C(F)(F)F (1-methyl-3-(7-trifluoromethyl-3,4-dihydro-2H-quinoline-1-carbonyl)-3H-imidazol-1-ium iodide), crude product. Product: FC(C=1C=CC(=NC1)OC1=CC=C(C=C1)OC(=O)N1CCCC2=CC=C(C=C12)C(F)(F)F)(F)F (7-Trifluoromethyl-3,4-dihydro-2H-quinoline-1-carboxylic acid 4-(5-trifluoromethyl-pyridin-2-yloxy)-phenyl ester). As a reaction SMILES: [F:1][C:2]([F:18])([F:17])[C:3]1[CH:4]=[CH:5][C:6]([O:9][C:10]2[CH:15]=[CH:14][C:13]([OH:16])=[CH:12][CH:11]=2)=[N:7][CH:8]=1.[I-].C[N+]1C=CN([C:26]([N:28]2[C:37]3[C:32](=[CH:33][CH:34]=[C:35]([C:38]([F:41])([F:40])[F:39])[CH:36]=3)[CH2:31][CH2:30][CH2:29]2)=[O:27])C=1>>[F:18][C:2]([F:1])([F:17])[C:3]1[CH:4]=[CH:5][C:6]([O:9][C:10]2[CH:11]=[CH:12][C:13]([O:16][C:26]([N:28]3[C:37]4[C:32](=[CH:33][CH:34]=[C:35]([C:38]([F:40])([F:39])[F:41])[CH:36]=4)[CH2:31][CH2:30][CH2:29]3)=[O:27])=[CH:14][CH:15]=2)=[N:7][CH:8]=1 |f:1.2|. Procedure: The title compound was prepared from 4-(5-trifluoromethyl-pyridin-2-yloxy)-phenol and 1-methyl-3-(7-trifluoromethyl-3,4-dihydro-2H-quinoline-1-carbonyl)-3H-imidazol-1-ium iodide. The crude product was subjected to preparative HPLC (66%). HPLC-MS m/z: 483.1 (M+1), Rt: 5.87 min. The reactants are C1(C=CC(N1)=O)=O (maleimide), C(C)(C)(C)OC(=O)NC=CC=C (1-(tert.-butyloxycarbonylamino)-1,3-butadiene). Solvent: O1CCCC1 (tetrahydrofuran), O1CCCC1 (tetrahydrofuran). Reaction conditions: time 8 hour. Product: C(C)(C)(C)OC(=O)NC1C2C(NC(C2CC=C1)=O)=O (4-(tert.-Butyloxycarbonylamino)-1,3-dioxo-1,3,3a,4,7,7a-hexahydroisoindole). As a reaction SMILES: [C:1]1(=[O:7])[NH:5][C:4](=[O:6])[CH:3]=[CH:2]1.[C:8]([O:12][C:13]([NH:15][CH:16]=[CH:17][CH:18]=[CH2:19])=[O:14])([CH3:11])([CH3:10])[CH3:9]>O1CCCC1>[C:8]([O:12][C:13]([NH:15][CH:16]1[CH:17]=[CH:18][CH2:19][CH:3]2[CH:2]1[C:1](=[O:7])[NH:5][C:4]2=[O:6])=[O:14])([CH3:10])([CH3:11])[CH3:9]. Procedure details: 48.0 g (0.5 mol) of maleimide are initially introduced into the reaction vessel as a solution in 200 ml of absolute tetrahydrofuran, and 120 g (0.5 mol) of approximately 70% strength 1-(tert.-butyloxycarbonylamino)-1,3-butadiene are added dropwise as a solution in 500 ml of absolute tetrahydrofuran, the temperature being kept at 20° to 30° C. The mixture is subsequently stirred overnight at room temperature. It is then concentrated and the residue is recrystallised from ethyl acetate. 57 g of pr... Reactants: C[C@@H](CC=1C=CC=CC1)NC (methamphetamine), C(C1=CC=CC=C1)Cl (benzyl chloride), C([O-])([O-])=O.[Na+].[Na+] (sodium carbonate), acid, O (water). Run in C1(=CC=CC=C1)C (toluene). Yields the product C[C@@H](CC=1C=CC=CC1)N(C)CC=2C=CC=CC2.Cl (Benzphetamine hydrochloride). The yield is 82.5%. As a reaction SMILES: [CH3:1][C@H:2]([NH:10][CH3:11])[CH2:3][C:4]1[CH:5]=[CH:6][CH:7]=[CH:8][CH:9]=1.[CH2:12]([Cl:19])[C:13]1[CH:18]=[CH:17][CH:16]=[CH:15][CH:14]=1.C(=O)([O-])[O-].[Na+].[Na+].O>C1(C)C=CC=CC=1>[CH3:1][C@H:2]([N:10]([CH2:12][C:13]1[CH:14]=[CH:15][CH:16]=[CH:17][CH:18]=1)[CH3:11])[CH2:3][C:4]1[CH:5]=[CH:6][CH:7]=[CH:8][CH:9]=1.[ClH:19] |f:2.3.4,7.8|. Procedure details: Benzphetamine hydrochloride is prepared in typical fashion in toluene. After reaction of methamphetamine with benzyl chloride in the presence of sodium carbonate, the reaction mass contained 28.76 g (0.1202 mole) of the acid salt which was a yield of 82.5%. To the reaction mass were added 100 g of deionized water. The mixture was stirred to dissolve the salts and then transferred to a separatory funnel. The reaction flask was rinsed with 50 g of water and 65 g of toluene. The rinsings were added... The reactants are Cl (hydrogen chloride), C(#N)CC1(CN(C1)C(=O)OC(C)(C)C)N1N=CC(=C1)C1=NC(=CC=2N1C=CN2)C=2C=NN(C2)C(C)C (tert-butyl 3-(cyanomethyl)-3-(4-(7-(1-isopropyl-1H-pyrazol-4-yl)imidazo[1,2-c]pyrimidin-5-yl)-1H-pyrazol-1-yl)azetidine-1-carboxylate), CO (methanol). Solvent: O1CCOCC1 (dioxane), O1CCOCC1 (dioxane). Run at time 2 hour. Product: Cl.C(C)(C)N1N=CC(=C1)C1=CC=2N(C(=N1)C=1C=NN(C1)C1(CNC1)CC#N)C=CN2 (2-(3-(4-(7-(1-isopropyl-1H-pyrazol-4-yl)imidazo[1,2-c]pyrimidin-5-yl)-1H-pyrazol-1-yl)azetidin-3-yl)acetonitrile hydrochloride). The yield is 117.3%. As a reaction SMILES: [C:1]([CH2:3][C:4]1([N:15]2[CH:19]=[C:18]([C:20]3[N:25]4[CH:26]=[CH:27][N:28]=[C:24]4[CH:23]=[C:22]([C:29]4[CH:30]=[N:31][N:32]([CH:34]([CH3:36])[CH3:35])[CH:33]=4)[N:21]=3)[CH:17]=[N:16]2)[CH2:7][N:6](C(OC(C)(C)C)=O)[CH2:5]1)#[N:2].[ClH:37].CO>O1CCOCC1>[ClH:37].[CH:34]([N:32]1[CH:33]=[C:29]([C:22]2[N:21]=[C:20]([C:18]3[CH:17]=[N:16][N:15]([C:4]4([CH2:3][C:1]#[N:2])[CH2:5][NH:6][CH2:7]4)[CH:19]=3)[N:25]3[CH:26]=[CH:27][N:28]=[C:24]3[CH:23]=2)[CH:30]=[N:31]1)([CH3:36])[CH3:35] |f:4.5|. Reported procedure: To a suspension of tert-butyl 3-(cyanomethyl)-3-(4-(7-(1-isopropyl-1H-pyrazol-4-yl)imidazo[1,2-c]pyrimidin-5-yl)-1H-pyrazol-1-yl)azetidine-1-carboxylate (0.090 g, 0.185 mmol) in 1.5 mL of dioxane was added hydrogen chloride (1.8 mL, 7.20 mmol) in dioxane at ambient temperature with stirring. After 2 hours, 0.5 mL of methanol was added to dissolve all solids and the reaction was concentrated under reduced pressure. The crude was suspended in DCM, sonicated, and concentrated three times and the re...